Dataset: the Open Reaction Database (ORD), a public repository of structured organic reaction records. Task: describe an organic reaction: reactants, conditions, products, and yield Starting materials: [H-].[Na+] (NaH), BrC1=CC(=CC(=C1)F)F (1-bromo-3,5-difluorobenzene), [H-].[Na+] (Sodium hydride), C(C1=CC=CC=C1)O (benzyl alcohol), CN(C)C=O (DMF). The solvent is C1CCOC1 (THF), C1CCOC1 (THF). Conditions: time 30 minute. Product: C(C1=CC=CC=C1)OC=1C=C(C=C(C1)F)Br (3-benzyloxy-5-fluorobromobenzene). The yield is 64.3%. As a reaction SMILES: [H-].[Na+].[CH2:3]([OH:10])[C:4]1[CH:9]=[CH:8][CH:7]=[CH:6][CH:5]=1.CN(C=O)C.[Br:16][C:17]1[CH:22]=[C:21]([F:23])[CH:20]=[C:19](F)[CH:18]=1>C1COCC1>[CH2:3]([O:10][C:19]1[CH:18]=[C:17]([Br:16])[CH:22]=[C:21]([F:23])[CH:20]=1)[C:4]1[CH:9]=[CH:8][CH:7]=[CH:6][CH:5]=1 |f:0.1|. Procedure: Sodium hydride (80% oil dispersion, 6.0 g, 201 mmol) was added slowly to a solution of benzyl alcohol (16 mL, 155 mmol) in THF (310 mL) at 0° C. DMF (300 mL) was added slowly and the reaction mixture was stirred until all of the NaH dissolved and gas evolution ceased. A solution of 1-bromo-3,5-difluorobenzene (30 g, 155 mmol) in THF (30 mL) was added and the reaction mixture was stirred for 30 min at ambient temperature. The reaction was quenched with saturated aqueous NH4Cl, and the reaction mi... As a reaction SMILES: [H-].[Na+].[C:3]([C:5]1[CH:6]=[CH:7][C:8]([N+:12]([O-:14])=[O:13])=[C:9]([OH:11])[CH:10]=1)#[N:4].Br[CH2:16][O:17][CH3:18]>C1COCC1>[C:3]([C:5]1[CH:6]=[CH:7][C:8]([N+:12]([O-:14])=[O:13])=[C:9]([O:11][CH2:16][O:17][CH3:18])[CH:10]=1)#[N:4] |f:0.1|. Run at time 18 hour. The yield is 85.0%. Reported procedure: To sodium hydride (60% oil dispersion, 260 mg, 6.5 mmol), previously washed with hexanes, in THF (5 ml) was added dropwise at rt 5-cyano-2-nitro-phenol (978 mg, 5.96 mmol) in THF (10 ml). The solution turned bright orange and a large prepipitate formed. After stirring 15 min at rt bromomethylmethylether was added dropwise to this stirred slurry and the reaction was stirred for 18 h at rt. The yellow-colored mixture was then partitioned between t-butyl-O-methylether and water and the aqueous port... The solvent is C1CCOC1 (THF), hexanes, C1CCOC1 (THF). The reactants are C(#N)C=1C=CC(=C(C1)O)[N+](=O)[O-] (5-cyano-2-nitro-phenol), [H-].[Na+] (sodium hydride), BrCOC (bromomethylmethylether). The product is C(#N)C=1C=CC(=C(C1)OCOC)[N+](=O)[O-] (5-Cyano-1-methoxymethyloxy-2-nitrobenzene). Reactants: COC([C@@H](N)CO)=O (Serine methyl ester), C(C)(C)N(CC)C(C)C (diisopropylethylamine), N=1NN=NC1C1=C(C=CC=C1)C1=CC2=C(N(C=N2)C(C(=O)O)CCCCCC)C=C1 (2-[5-[2-(2H-tetrazol-5-yl)phenyl]-1H-benzimidazol-1-yl]octanoic acid), OC1=CC=CC=2NN=NC21 (hydroxybenzotriazole), C1(CCCCC1)N=C=NC1CCCCC1 (dicyclohexylcarbodiimide), ester. The product is O=C(C(CCCCCC)N1C=NC2=C1C=CC(=C2)C2=C(C=CC=C2)C=2N=NNN2)N[C@@H](CO)C(=O)O (N-[1-oxo-2-[5-[2-(2H-tetrazol-5-yl]phenyl]-1H-benzimidazol-1-yl]octyl]-L-serine). The yield is 10.6%. RXN SMILES: C[O:2][C:3](=[O:8])[C@H:4]([CH2:6][OH:7])[NH2:5].C(N(C(C)C)CC)(C)C.[N:18]1[NH:19][N:20]=[N:21][C:22]=1[C:23]1[CH:28]=[CH:27][CH:26]=[CH:25][C:24]=1[C:29]1[CH:47]=[CH:46][C:32]2[N:33]([CH:36]([CH2:40][CH2:41][CH2:42][CH2:43][CH2:44][CH3:45])[C:37](O)=[O:38])[CH:34]=[N:35][C:31]=2[CH:30]=1.OC1C2N=NNC=2C=CC=1.C1(N=C=NC2CCCCC2)CCCCC1>>[O:38]=[C:37]([NH:5][C@H:4]([C:3]([OH:2])=[O:8])[CH2:6][OH:7])[CH:36]([N:33]1[C:32]2[CH:46]=[CH:47][C:29]([C:24]3[CH:25]=[CH:26][CH:27]=[CH:28][C:23]=3[C:22]3[N:18]=[N:19][NH:20][N:21]=3)=[CH:30][C:31]=2[N:35]=[CH:34]1)[CH2:40][CH2:41][CH2:42][CH2:43][CH2:44][CH3:45]. Reported procedure: Serine methyl ester (1.0 mmoles, 0.119 g ), diisopropylethylamine (1.0 mmoles, 0.206 g), 2-[5-[2-(2H-tetrazol-5-yl)phenyl]-1H-benzimidazol-1-yl]octanoic acid (1.0 mmoles, 0.405 g), hydroxybenzotriazole (1.0 mmole, 0.135 g), and dicyclohexylcarbodiimide (1.0 mmoles, 0.206 g) were reacted as in Example 37. The resulting ester 0.19 moles, 0.097 g) was hydrolyzed as in Example 37 to yield 0.052 g of N-[1-oxo-2-[5-[2-(2H-tetrazol-5-yl]phenyl]-1H-benzimidazol-1-yl]octyl]-L-serine (MS). Starting materials: OC1C2=C(CCC3=C1C=C(C=C3)C(=O)OC)C=CC=C2 (methyl 5-hydroxy-10,11-dihydro-5 H-dibenzo[a,d]-cyclohepten-3-carboxylate), FC(C(=O)OC(C(F)(F)F)=O)(F)F (trifluoroacetic anhydride), SCCO (2-mercaptoethanol). The solvent is C(Cl)Cl (methylene chloride), C(Cl)Cl (methylene chloride). The product is OCCSC1C2=C(CCC3=C1C=C(C=C3)C(=O)OC)C=CC=C2 (Methyl 5-(2-hydroxyethyl)thio-10,11-dihydro-5 H-dibenzo-[a,d]cyclohepten-3-carboxylate). RXN SMILES: O[CH:2]1[C:8]2[CH:9]=[C:10]([C:13]([O:15][CH3:16])=[O:14])[CH:11]=[CH:12][C:7]=2[CH2:6][CH2:5][C:4]2[CH:17]=[CH:18][CH:19]=[CH:20][C:3]1=2.FC(F)(F)C(OC(=O)C(F)(F)F)=O.[SH:34][CH2:35][CH2:36][OH:37]>C(Cl)Cl>[OH:37][CH2:36][CH2:35][S:34][CH:2]1[C:8]2[CH:9]=[C:10]([C:13]([O:15][CH3:16])=[O:14])[CH:11]=[CH:12][C:7]=2[CH2:6][CH2:5][C:4]2[CH:17]=[CH:18][CH:19]=[CH:20][C:3]1=2. Procedure details: In 15.3 ml of methylene chloride was suspended 0.51 g of methyl 5-hydroxy-10,11-dihydro-5 H-dibenzo[a,d]-cyclohepten-3-carboxylate. Under ice cooling, 0.27 ml of trifluoroacetic anhydride was added to the suspension followed by stirring at room temperature for an hour. Then, 0.14 ml of 2-mercaptoethanol was added to the mixture followed by stirring for further an hour. After 10 ml of methylene chloride was added to the reaction mixture, the mixture was washed with saturated aqueous sodium chlori... Starting materials: C(C(C)(C)C)(=O)OCCl (chloromethyl pivalate), [Na+].C(C=C)C1=CC=C(C=2C(C=C(OC21)C(=O)[O-])=O)OCCC(C)C (8-allyl-5-(3-methyl-n-butoxy)-4-oxo-4H-1-benzopyran-2-carboxylic acid sodium salt), [I-].[Na+] (sodium iodide). Solvent: CC(=O)C (acetone). Product: C(C=C)C1=CC=C(C=2C(C=C(OC21)C(=O)O)=O)OCCC(C)C (8-allyl-5-(3-methyl n-butoxy)-4-oxo-4H-1-benzopyran-2-carboxylic acid). As a reaction SMILES: C(OCCl)(=O)C(C)(C)C.[Na+].[CH2:11]([C:14]1[C:23]2[O:22][C:21]([C:24]([O-:26])=[O:25])=[CH:20][C:19](=[O:27])[C:18]=2[C:17]([O:28][CH2:29][CH2:30][CH:31]([CH3:33])[CH3:32])=[CH:16][CH:15]=1)[CH:12]=[CH2:13].[I-].[Na+]>CC(C)=O>[CH2:11]([C:14]1[C:23]2[O:22][C:21]([C:24]([OH:26])=[O:25])=[CH:20][C:19](=[O:27])[C:18]=2[C:17]([O:28][CH2:29][CH2:30][CH:31]([CH3:33])[CH3:32])=[CH:16][CH:15]=1)[CH:12]=[CH2:13] |f:1.2,3.4|. Reported procedure: To a solution of 5.4 parts of chloromethyl pivalate in 60 parts of dry acetone were added 6 parts of 8-allyl-5-(3-methyl-n-butoxy)-4-oxo-4H-1-benzopyran-2-carboxylic acid sodium salt and 0.1 parts of sodium iodide. The mixture was refluxed for 10 hurs, cooled and evaporated to an oil which was dissolved in diethyl ether. The ethereal solution was filtered and evaporated under vacuum to give an oil which solidified when triturated with petroleum ether (b.p. 40°-60° C). The solid was filtered off ... Starting materials: FC(C=1C=C(C=C(C1)C(F)(F)F)[C@@H]1[C@@H](N(C(O1)=O)CC1=NC(=CC(=C1Br)C)Cl)C)(F)F ((4S,5R)-5-[3,5-bis(trifluoromethyl)phenyl]-3-[(3-bromo-6-chloro-4-methylpyridin-2-yl)methyl]-4-methyl-1,3-oxazolidin-2-one), C1CCOC1 (THF), N1CCC1 (azetidine). Solvent: solution. Run at temperature 150 celsius. The product is N1(CCC1)C1=CC(=C(C(=N1)CN1C(O[C@@H]([C@@H]1C)C1=CC(=CC(=C1)C(F)(F)F)C(F)(F)F)=O)Br)C ((4S,5R)-3-[(6-azetidin-1-yl-3-bromo-4-methylpyridin-2-yl)methyl]-5-[3,5-bis(trifluoromethyl)phenyl]-4-methyl-1,3-oxazolidin-2-one). As a reaction SMILES: [F:1][C:2]([F:31])([F:30])[C:3]1[CH:4]=[C:5]([C@H:13]2[O:17][C:16](=[O:18])[N:15]([CH2:19][C:20]3[C:25]([Br:26])=[C:24]([CH3:27])[CH:23]=[C:22](Cl)[N:21]=3)[C@H:14]2[CH3:29])[CH:6]=[C:7]([C:9]([F:12])([F:11])[F:10])[CH:8]=1.C1COCC1.[NH:37]1[CH2:40][CH2:39][CH2:38]1>>[N:37]1([C:22]2[N:21]=[C:20]([CH2:19][N:15]3[C@@H:14]([CH3:29])[C@@H:13]([C:5]4[CH:4]=[C:3]([C:2]([F:31])([F:30])[F:1])[CH:8]=[C:7]([C:9]([F:12])([F:11])[F:10])[CH:6]=4)[O:17][C:16]3=[O:18])[C:25]([Br:26])=[C:24]([CH3:27])[CH:23]=2)[CH2:40][CH2:39][CH2:38]1. Reported procedure: In a microwave tube, (4S,5R)-5-[3,5-bis(trifluoromethyl)phenyl]-3-[(3-bromo-6-chloro-4-methylpyridin-2-yl)methyl]-4-methyl-1,3-oxazolidin-2-one (500 mg, 0.940 mmol) was dissolved in a 2M solution of azetidine in THF (8 mL, 16.0 mmol). The tube was sealed and the reaction was heated to 150° C. for 2 hr in the microwave. The reaction was then cooled and concentrated. The residue was purified via flash chromatography on silica gel (0 to 75% ethyl acetate/hexanes) to afford (4S,5R)-3-[(6-azetidin-1-...